Dataset: the Open Reaction Database (ORD), a public repository of structured organic reaction records. Task: describe an organic reaction: reactants, conditions, products, and yield Starting materials: COCCOC(=O)c1c(C)cccc1C, CC(C)(C#N)N=NC(C)(C)C#N, O, O=S(=O)(Cl)Cl. Yields the product COCCOC(=O)c1c(C)cccc1CCl. RXN SMILES: [CH3:1][c:2]1[c:3]([C:4](=[O:5])[O:6][CH2:7][CH2:8][O:9][CH3:10])[c:11]([CH3:15])[cH:12][cH:13][cH:14]1.[N:21]#[C:22][C:23]([N:24]=[N:25][C:26]([C:27]#[N:28])([CH3:29])[CH3:30])([CH3:31])[CH3:32].[OH2:33].[S:16]([Cl:17])(=[O:18])([Cl:19])=[O:20]>>[CH2:1]([c:2]1[c:3]([C:4](=[O:5])[O:6][CH2:7][CH2:8][O:9][CH3:10])[c:11]([CH3:15])[cH:12][cH:13][cH:14]1)[Cl:19]. Yields the product CC(CC(=O)N1CCOCCOCCN(CCOCC1)C(CC(C)(C)C)=O)(C)C (7,13-Bis(3,3-dimethylbutyroyl)-1,4,10-trioxa-7,13-diazacyclopentadecane). Reactants: O1CCOCCNCCOCCNCC1 (1,4,10-trioxa-7,13-diazacyclopentadecane), CC(CC(=O)Cl)(C)C (3,3-dimethylbutyryl chloride). Procedure details: Analogously to Example 2 from 1,4,10-trioxa-7,13-diazacyclopentadecane and 3,3-dimethylbutyryl chloride. Reaction SMILES: [O:1]1[CH2:15][CH2:14][NH:13][CH2:12][CH2:11][O:10][CH2:9][CH2:8][NH:7][CH2:6][CH2:5][O:4][CH2:3][CH2:2]1.[CH3:16][C:17]([CH3:23])([CH3:22])[CH2:18][C:19](Cl)=[O:20]>>[CH3:16][C:17]([CH3:23])([CH3:22])[CH2:18][C:19]([N:13]1[CH2:12][CH2:11][O:10][CH2:9][CH2:8][N:7]([C:19](=[O:20])[CH2:18][C:17]([CH3:23])([CH3:22])[CH3:16])[CH2:6][CH2:5][O:4][CH2:3][CH2:2][O:1][CH2:15][CH2:14]1)=[O:20]. The reactants are O=C([O-])[O-], CCOC(C)=O, [Cs+], [Cs+], CN(C)C=O, Oc1ccc(I)cc1, OB(O)c1ccc(F)cc1, c1ccc(P(c2ccccc2)(c2ccccc2)[Pd](P(c2ccccc2)(c2ccccc2)c2ccccc2)(P(c2ccccc2)(c2ccccc2)c2ccccc2)P(c2ccccc2)(c2ccccc2)c2ccccc2)cc1. Product: Oc1ccc(-c2ccc(F)cc2)cc1. RXN SMILES: [C:19](=[O:20])([O-:21])[O-:22].[CH3:30][CH2:31][O:32][C:33](=[O:34])[CH3:35].[Cs+:23].[Cs+:24].[O:25]=[CH:26][N:27]([CH3:28])[CH3:29].[OH:1][c:2]1[cH:3][cH:4][c:5]([I:6])[cH:7][cH:8]1.[OH:9][B:10]([OH:11])[c:12]1[cH:13][cH:14][c:15]([F:16])[cH:17][cH:18]1.[cH:36]1[cH:37][cH:38][c:39]([P:40]([Pd:41]([P:42]([c:43]2[cH:44][cH:45][cH:46][cH:47][cH:48]2)([c:49]2[cH:50][cH:51][cH:52][cH:53][cH:54]2)[c:55]2[cH:56][cH:57][cH:58][cH:59][cH:60]2)([P:61]([c:62]2[cH:63][cH:64][cH:65][cH:66][cH:67]2)([c:68]2[cH:69][cH:70][cH:71][cH:72][cH:73]2)[c:74]2[cH:75][cH:76][cH:77][cH:78][cH:79]2)[P:80]([c:81]2[cH:82][cH:83][cH:84][cH:85][cH:86]2)([c:87]2[cH:88][cH:89][cH:90][cH:91][cH:92]2)[c:93]2[cH:94][cH:95][cH:96][cH:97][cH:98]2)([c:99]2[cH:100][cH:101][cH:102][cH:103][cH:104]2)[c:105]2[cH:106][cH:107][cH:108][cH:109][cH:110]2)[cH:111][cH:112]1>>[OH:1][c:2]1[cH:3][cH:4][c:5](-[c:12]2[cH:13][cH:14][c:15]([F:16])[cH:17][cH:18]2)[cH:7][cH:8]1. The reactants are C, CCO, CC1(C(=O)OCc2ccccc2)COC(=O)O1, [H][H], [Pd]. Yields the product CC1(C(=O)O)COC(=O)O1. As a reaction SMILES: [C:23].[CH3:20][CH2:21][OH:22].[CH3:3][C:4]1([C:10](=[O:11])[O:12][CH2:13][c:14]2[cH:15][cH:16][cH:17][cH:18][cH:19]2)[O:5][C:6](=[O:9])[O:7][CH2:8]1.[H:1][H:2].[Pd:24]>>[CH3:3][C:4]1([C:10](=[O:11])[OH:12])[O:5][C:6](=[O:9])[O:7][CH2:8]1. The reactants are C(C1=CC=CC=C1)OC(=O)N[C@@H]1C(N[C@@H]1OCCBr)=O ((3S,4R)-3-benzyloxycarbonylamino-4-bromoethoxy-azetidin-2-one), C(=O)([O-])[O-].[K+].[K+] (K2CO3). The solvent is CS(=O)C (DMSO), C(C)(=O)OCC (ethyl acetate). Conditions: time 8 hour. Product: C(C1=CC=CC=C1)OC(=O)N[C@H]1[C@H]2OCCN2C1=O ((5R,6S)-6-benzyloxycarbonylamino-4-oxa-1-azabicyclo[3.2.0]heptan-7-one). Yield: 91.7%. Reaction SMILES: [CH2:1]([O:8][C:9]([NH:11][C@H:12]1[C@@H:15]([O:16][CH2:17][CH2:18]Br)[NH:14][C:13]1=[O:20])=[O:10])[C:2]1[CH:7]=[CH:6][CH:5]=[CH:4][CH:3]=1.C([O-])([O-])=O.[K+].[K+]>CS(C)=O.C(OCC)(=O)C>[CH2:1]([O:8][C:9]([NH:11][C@@H:12]1[C:13](=[O:20])[N:14]2[C@@H:15]1[O:16][CH2:17][CH2:18]2)=[O:10])[C:2]1[CH:7]=[CH:6][CH:5]=[CH:4][CH:3]=1 |f:1.2.3|. Procedure: A mixture of (3S,4R)-3-benzyloxycarbonylamino-4-bromoethoxy-azetidin-2-one (2.04 g, 5.945 mmole) and powder K2CO3 (903 mg, 6.54 mmole) in DMSO (20 ml) was stirred at room temperature overnight and then diluted with ethyl acetate, washed with cold water, brine, and dried over sodium sulfate. After removal of the solvent, 1.43 g of the title compound was obtained.